This data is from the Open Reaction Database (ORD), a public repository of structured organic reaction records. The task is: describe an organic reaction: reactants, conditions, products, and yield Reactants: aldehyde, C(C)(=O)O[BH3-] (acetoxyborohydride), C(Cl)(Cl)Cl (chloroform), NC1CCN(CC1)CCN1C(C=NC2=CC=C(C=C12)OC)=O (1-[2-(4-amino-1-piperidinyl)ethyl]-7-(methyloxy)-2(1H)-quinoxalinone), C(C)(=O)O[BH-](OC(C)=O)OC(C)=O.[Na+] (sodium triacetoxyborohydride), C(C)(=O)O[BH3-] (acetoxyborohydride), C([O-])(O)=O.[Na+] (sodium bicarbonate), aldehyde, O1CCC=2C1=CN=C(C2)C=O (2,3-dihydrofuro[2,3-c]pyridine-5-carbaldehyde), 3A. Solvent: CO (methanol). Run at time 8 hour. Product: Cl.Cl.O1CCC=2C1=CN=C(C2)CNC2CCN(CC2)CCN2C(C=NC1=CC=C(C=C21)OC)=O (1-(2-{4-[(2,3-dihydrofuro[2,3-c]pyridin-5-ylmethyl)amino]-1-piperidinyl}ethyl)-7-(methyloxy)-2(1H)-quinoxalinone Dihydrochloride). Yield: 76.0%. As a reaction SMILES: [NH2:1][CH:2]1[CH2:7][CH2:6][N:5]([CH2:8][CH2:9][N:10]2[C:19]3[C:14](=[CH:15][CH:16]=[C:17]([O:20][CH3:21])[CH:18]=3)[N:13]=[CH:12][C:11]2=[O:22])[CH2:4][CH2:3]1.[O:23]1[C:27]2=[CH:28][N:29]=[C:30]([CH:32]=O)[CH:31]=[C:26]2[CH2:25][CH2:24]1.C(O[BH-](OC(=O)C)OC(=O)C)(=O)C.[Na+].C(O[BH3-])(=O)C.C(=O)(O)[O-].[Na+].C(Cl)(Cl)[Cl:59]>CO>[ClH:59].[ClH:59].[O:23]1[C:27]2=[CH:28][N:29]=[C:30]([CH2:32][NH:1][CH:2]3[CH2:3][CH2:4][N:5]([CH2:8][CH2:9][N:10]4[C:19]5[C:14](=[CH:15][CH:16]=[C:17]([O:20][CH3:21])[CH:18]=5)[N:13]=[CH:12][C:11]4=[O:22])[CH2:6][CH2:7]3)[CH:31]=[C:26]2[CH2:25][CH2:24]1 |f:2.3,5.6,9.10.11|. Reported procedure: A solution of 1-[2-(4-amino-1-piperidinyl)ethyl]-7-(methyloxy)-2(1H)-quinoxalinone (see Example 47(a) for a preparation) (50 mg; 0.17 mmol) and 2,3-dihydrofuro[2,3-c]pyridine-5-carbaldehyde (see Example 38(f) for a preparation) (27 mg, 0.18 mmol) in methanol (2 mL) and chloroform (2 mL) was heated under reflux with 3A molecular sieves overnight. The mixture was cooled and sodium triacetoxyborohydride (0.18 g; 0.85 mmol) was added, and the mixture was stirred at room temperature overnight. More a... Starting materials: BrC=1N(C2=CC(=CC=C2C1C1CCCCC1)C(=O)OC)CC(=O)N(C)C (methyl 2-bromo-3-cyclohexyl-1-[2-(dimethylamino)-2-oxoethyl]-1H-indole-6-carboxylate), N1C=CC2=CC=C(C=C12)C(=O)OC (methyl indole-6-carboxylate), C(=O)([O-])[O-].[Na+].[Na+] (Na2CO3), N1C=CC2=C(C=CC=C12)B(O)O (1H-indol-4-ylboronic acid). The reagents and catalysts are Cl[Pd]([P](C1=CC=CC=C1)(C2=CC=CC=C2)C3=CC=CC=C3)([P](C4=CC=CC=C4)(C5=CC=CC=C5)C6=CC=CC=C6)Cl (bis(triphenylphosphine)palladium(II) dichloride). Run in O1CCOCC1 (dioxane). Yields the product C1(CCCCC1)C1=C(N(C2=CC(=CC=C12)C(=O)OC)CC(=O)N(C)C)C=1C=2C=CNC2C=CC1 (methyl 3-cyclohexyl-1-[2-(dimethylamino)-2-oxoethyl]-1H,1′H-2,4′-biindole-6-carboxylate). Isolated yield 95.0%. RXN SMILES: Br[C:2]1[N:3]([CH2:21][C:22]([N:24]([CH3:26])[CH3:25])=[O:23])[C:4]2[C:9]([C:10]=1[CH:11]1[CH2:16][CH2:15][CH2:14][CH2:13][CH2:12]1)=[CH:8][CH:7]=[C:6]([C:17]([O:19][CH3:20])=[O:18])[CH:5]=2.[NH:27]1[C:35]2[C:30](=[CH:31][CH:32]=[C:33](C(OC)=O)[CH:34]=2)[CH:29]=[CH:28]1.C([O-])([O-])=O.[Na+].[Na+].N1C2C(=C(B(O)O)C=CC=2)C=C1>O1CCOCC1.Cl[Pd](Cl)([P](C1C=CC=CC=1)(C1C=CC=CC=1)C1C=CC=CC=1)[P](C1C=CC=CC=1)(C1C=CC=CC=1)C1C=CC=CC=1>[CH:11]1([C:10]2[C:9]3[C:4](=[CH:5][C:6]([C:17]([O:19][CH3:20])=[O:18])=[CH:7][CH:8]=3)[N:3]([CH2:21][C:22]([N:24]([CH3:26])[CH3:25])=[O:23])[C:2]=2[C:31]2[C:30]3[CH:29]=[CH:28][NH:27][C:35]=3[CH:34]=[CH:33][CH:32]=2)[CH2:16][CH2:15][CH2:14][CH2:13][CH2:12]1 |f:2.3.4,^1:66,85|. Procedure details: To a solution of methyl 2-bromo-3-cyclohexyl-1-[2-(dimethylamino)-2-oxoethyl]-1H-indole-6-carboxylate (prepared from commercially available methyl indole-6-carboxylate as described in WO 2004/087714) in dioxane (0.15 M) were added 6 eq of Na2CO3 (2 M aqueous solution), 1.5 eq of 1H-indol-4-ylboronic acid and 0.2 eq of bis(triphenylphosphine)palladium(II) dichloride. The mixture was heated at reflux for 1.5 h. The reaction mixture was filtered and then the filtrate was diluted with EtOAc. The org... Reactants: COC(=O)C1(N(C)C(=O)CNC(=O)OCc2ccccc2)CC1, CO. Yields the product CN1C(=O)CNC(=O)C12CC2. As a reaction SMILES: [CH3:1][N:2]([C:3]1([C:19]([O:20][CH3:21])=[O:22])[CH2:4][CH2:5]1)[C:10]([CH2:11][NH:12][C:13]([O:6][CH2:7][c:8]1[cH:9][cH:15][cH:16][cH:17][cH:18]1)=[O:14])=[O:23].[CH3:24][OH:25]>>[CH3:1][N:2]1[C:3]2([CH2:4][CH2:5]2)[C:13](=[O:14])[NH:12][CH2:11][C:10]1=[O:23]. Starting materials: BrC1=C2C=CN=CC2=CC=C1 (5-Bromo-isoquinoline), C[Sn](C1=NC=CC=C1)(C)C (2-trimethylstannyl-pyridine), [BH4-].[Na+] (sodium borohydride). Yields the product N1=C(C=CC=C1)C1=C2CCNCC2=CC=C1 (5-Pyridin-2-yl-1,2,3,4-tetrahydro-isoquinoline). As a reaction SMILES: Br[C:2]1[CH:11]=[CH:10][CH:9]=[C:8]2[C:3]=1[CH:4]=[CH:5][N:6]=[CH:7]2.C[Sn](C)(C)[C:14]1[CH:19]=[CH:18][CH:17]=[CH:16][N:15]=1.[BH4-].[Na+]>>[N:15]1[CH:16]=[CH:17][CH:18]=[CH:19][C:14]=1[C:2]1[CH:11]=[CH:10][CH:9]=[C:8]2[C:3]=1[CH2:4][CH2:5][NH:6][CH2:7]2 |f:2.3|. Procedure: In close analogy to the procedure described above, 5-Bromo-isoquinoline is reacted with 2-trimethylstannyl-pyridine and sodium borohydride to provide the title compound. Reactants: ClC=1C(=NC=CC1)CSCCN (2-(3-chloropyrid-2 ylmethylthio)ethylamine), CSC(S(=O)(=O)[O-])=NC (1-methylthio-1-methyliminomethanesulphonate). Run in C(C)#N (acetonitrile), C(C)#N (acetonitrile). Reaction conditions: time 1 hour. The product is ClC=1C(=NC=CC1)CSCCNC(=NCCSCC1=NC=CC=C1Cl)S(=O)(=O)O (N,N'-bis-[2-(3-chloropyrid-2-ylmethylthio)ethyl]amidinosulphonic acid). Reaction SMILES: [Cl:1][C:2]1[C:3]([CH2:8][S:9][CH2:10][CH2:11][NH2:12])=[N:4][CH:5]=[CH:6][CH:7]=1.CS[C:15](=[N:20][CH3:21])[S:16]([O-:19])(=[O:18])=[O:17]>C(#N)C>[Cl:1][C:2]1[C:3]([CH2:8][S:9][CH2:10][CH2:11][NH:12][C:15]([S:16]([OH:19])(=[O:17])=[O:18])=[N:20][CH2:21][CH2:10][S:9][CH2:8][C:3]2[C:2]([Cl:1])=[CH:7][CH:6]=[CH:5][N:4]=2)=[N:4][CH:5]=[CH:6][CH:7]=1. Reported procedure: A solution of 2-(3-chloropyrid-2 ylmethylthio)ethylamine (4.06 g) in dry acetonitrile (200 ml) was added dropwise, with stirring, to a solution of 1-methylthio-1-methyliminomethanesulphonate (1.69 g) in dry acetonitrile (150 ml) at 50°. The mixture was stired at 60° for 1 hour and then allowed to cool. The mixture was evaporated to dryness, dissolved in methanol and absorbed onto silica gel. Chromatography on a column of silica gel produced a viscous oil which was collected by eluting the column... Starting materials: C=CCCCC (1-Hexene), [N+](=O)(O)[O-] (nitric acid). Run at temperature 40 celsius. The product is [N+](=O)([O-])CC=CCCC (1-Nitro-2-hexene). Isolated yield 20.5%. RXN SMILES: [CH2:1]=[CH:2][CH2:3][CH2:4][CH2:5][CH3:6].[N+:7]([O-])([OH:9])=[O:8]>>[N+:7]([CH2:1][CH:2]=[CH:3][CH2:4][CH2:5][CH3:6])([O-:9])=[O:8]. Procedure details: 1-Hexene (125 mL, 1.0 mole) and concentrated nitric acid (90 mL, 2.0 moles) were mixed at room temperature. With rapid stirring the solution was heated to 40° C. for 41/2 hours. With continued stirring the solution was cooled to room temperature and the organic layer separated. It was washed with a saturated sodium chloride solution then dried over magnesium sulfate. After filtering, vacuum distillation removed unreacted 1-hexene leaving one product, 1-nitro-2-hexene in 20.5% yield. This desired... Starting materials: COC(=O)c1cccc2nc(-c3cccc(CBr)c3)oc12, CNC, CCO. The product is COC(=O)c1cccc2nc(-c3cccc(CN(C)C)c3)oc12. Reaction SMILES: [Br:1][CH2:2][c:3]1[cH:4][c:5](-[c:9]2[o:10][c:11]3[c:12]([n:13]2)[cH:14][cH:15][cH:16][c:17]3[C:18](=[O:19])[O:20][CH3:21])[cH:6][cH:7][cH:8]1.[CH3:22][NH:23][CH3:24].[CH3:25][CH2:26][OH:27]>>[CH2:2]([c:3]1[cH:4][c:5](-[c:9]2[o:10][c:11]3[c:12]([n:13]2)[cH:14][cH:15][cH:16][c:17]3[C:18](=[O:19])[O:20][CH3:21])[cH:6][cH:7][cH:8]1)[N:23]([CH3:22])[CH3:24].